From a dataset of the Open Reaction Database (ORD), a public repository of structured organic reaction records. describe an organic reaction: reactants, conditions, products, and yield The reactants are N1(CCOCC1)CC(CO)O (3-morpholin-4-yl-propane-1,2-diol), [H-].[Na+] (sodium hydride), ClC1=C(C=C(C=C1)S(=O)(=O)C(F)(F)F)[N+](=O)[O-] (1-chloro-2-nitro-4-trifluoromethanesulfonyl-benzene). Run in C(C)#N (acetonitrile). Yields the product [N+](=O)([O-])C1=C(OC(CN2CCOCC2)COC2=C(C=C(C=C2)S(=O)(=O)C(F)(F)F)[N+](=O)[O-])C=CC(=C1)S(=O)(=O)C(F)(F)F (4-[2,3-Bis-(2-nitro4-trifluoromethanesulfonyl-phenoxy)-propyl]-morpholine). RXN SMILES: [N:1]1([CH2:7][CH:8]([OH:11])[CH2:9][OH:10])[CH2:6][CH2:5][O:4][CH2:3][CH2:2]1.[H-].[Na+].Cl[C:15]1[CH:20]=[CH:19][C:18]([S:21]([C:24]([F:27])([F:26])[F:25])(=[O:23])=[O:22])=[CH:17][C:16]=1[N+:28]([O-:30])=[O:29]>C(#N)C>[N+:28]([C:16]1[CH:17]=[C:18]([S:21]([C:24]([F:27])([F:26])[F:25])(=[O:23])=[O:22])[CH:19]=[CH:20][C:15]=1[O:11][CH:8]([CH2:9][O:10][C:15]1[CH:20]=[CH:19][C:18]([S:21]([C:24]([F:26])([F:27])[F:25])(=[O:23])=[O:22])=[CH:17][C:16]=1[N+:28]([O-:30])=[O:29])[CH2:7][N:1]1[CH2:6][CH2:5][O:4][CH2:3][CH2:2]1)([O-:30])=[O:29] |f:1.2|. Reported procedure: Using the same procedure as for Example 54, a mixture of 3-morpholin-4-yl-propane-1,2-diol (40 mg, 0.25 mmol), sodium hydride (60%, 30 mg) and 1-chloro-2-nitro-4-trifluoromethanesulfonyl-benzene (174 mg, 0.6 mmol) in acetonitrile (1 mL) was heated to reflux, worked-up and purified on silica gel to give the title compound. 1H NMR (360 MHz, DMSO-d6) δ 8.59 (d, J=2.3 Hz, 2H), 8.35 (dd, J=2.3 & 9.2 Hz, 1H), 8.30 (dd, J=2.3 & 9.2 Hz, 1H), 7.97 (d, J=9.2 Hz, 1H), 7.79 (d, J=9.2 Hz, 1H), 5.49 (m, 1H), ... The reactants are [H-].[Al+3].[Li+].[H-].[H-].[H-] (lithium aluminum hydride), BrC1=CC(=C(O1)C)C(=O)OC (methyl 5-bromo-2-methyl-3-furancarboxylate), Cl (hydrochloric acid), O (water), Example 49 ( 1 ). Solvent: O1CCCC1 (tetrahydrofuran), O1CCCC1 (tetrahydrofuran). Run at temperature 0 celsius, time 30 minute. Yields the product BrC1=CC(=C(O1)C)CO ((5-bromo-2-methylfuran-3-yl)methanol). Isolated yield 87.1%. RXN SMILES: [Br:1][C:2]1[O:6][C:5]([CH3:7])=[C:4]([C:8](OC)=[O:9])[CH:3]=1.[H-].[Al+3].[Li+].[H-].[H-].[H-].Cl.O>O1CCCC1>[Br:1][C:2]1[O:6][C:5]([CH3:7])=[C:4]([CH2:8][OH:9])[CH:3]=1 |f:1.2.3.4.5.6|. Procedure: A solution of methyl 5-bromo-2-methyl-3-furancarboxylate (Example 49 (1)) (7.5 g) in tetrahydrofuran (30 mL) was added dropwise to a suspension of lithium aluminum hydride (1.9 g) in tetrahydrofuran (30 mL) at 0° C. and, after the completion of the dropwise addition, the mixture was stirred at 0° C. for 30 min. The reaction mixture was treated with 1N hydrochloric acid, poured into water, and the mixture was extracted with ethyl acetate. The organic layer was washed with saturated brine, and dri... The reactants are CC(=O)[O-], CC(=O)[O-], CN(C)c1ccncc1, ClCCl, [Cu+2], OCC1CCNCC1, c1ccncc1, OB(O)c1ccncc1. Yields the product OCC1CCN(c2ccncc2)CC1. RXN SMILES: [C:36]([O-:37])(=[O:38])[CH3:39].[C:41]([O-:42])(=[O:43])[CH3:44].[CH3:24][N:25]([c:26]1[cH:27][cH:28][n:29][cH:30][cH:31]1)[CH3:32].[Cl:33][CH2:34][Cl:35].[Cu+2:40].[NH:10]1[CH2:11][CH2:12][CH:13]([CH2:16][OH:17])[CH2:14][CH2:15]1.[cH:18]1[cH:19][cH:20][n:21][cH:22][cH:23]1.[n:1]1[cH:2][cH:3][c:4]([B:7]([OH:8])[OH:9])[cH:5][cH:6]1>>[n:1]1[cH:2][cH:3][c:4]([N:10]2[CH2:11][CH2:12][CH:13]([CH2:16][OH:17])[CH2:14][CH2:15]2)[cH:5][cH:6]1. Reactants: CO, CC(=O)O, [Na+], [OH-], CC(C)(C)C(=O)Nc1ncccc1-c1cc(CO)no1. Yields the product Nc1ncccc1-c1cc(CO)no1. RXN SMILES: [CH3:21][OH:22].[CH3:25][C:26](=[O:27])[OH:28].[Na+:24].[OH-:23].[OH:1][CH2:2][c:3]1[n:4][o:5][c:6](-[c:8]2[c:9]([NH:14][C:15](=[O:16])[C:17]([CH3:18])([CH3:19])[CH3:20])[n:10][cH:11][cH:12][cH:13]2)[cH:7]1>>[OH:1][CH2:2][c:3]1[n:4][o:5][c:6](-[c:8]2[c:9]([NH2:14])[n:10][cH:11][cH:12][cH:13]2)[cH:7]1. The reactants are [Li+], [OH-], CCOC(=O)C1CCCCN1c1nc2ccccc2s1. The product is O=C(O)C1CCCCN1c1nc2ccccc2s1. RXN SMILES: [Li+:21].[OH-:22].[s:1]1[c:2]([N:10]2[CH:11]([C:16](=[O:17])[O:18][CH2:19][CH3:20])[CH2:12][CH2:13][CH2:14][CH2:15]2)[n:3][c:4]2[c:5]1[cH:6][cH:7][cH:8][cH:9]2>>[s:1]1[c:2]([N:10]2[CH:11]([C:16](=[O:17])[OH:18])[CH2:12][CH2:13][CH2:14][CH2:15]2)[n:3][c:4]2[c:5]1[cH:6][cH:7][cH:8][cH:9]2. Reactants: C[O-], CO, Nc1nc2cc(Cl)ccc2nc1Cl, [Na+], C1CCOC1. The product is COc1nc2ccc(Cl)cc2nc1N. RXN SMILES: [CH3:14][O-:15].[CH3:22][OH:23].[NH2:1][c:2]1[c:3]([Cl:13])[n:4][c:5]2[cH:6][cH:7][c:8]([Cl:12])[cH:9][c:10]2[n:11]1.[Na+:16].[O:17]1[CH2:18][CH2:19][CH2:20][CH2:21]1>>[NH2:1][c:2]1[c:3]([O:15][CH3:14])[n:4][c:5]2[cH:6][cH:7][c:8]([Cl:12])[cH:9][c:10]2[n:11]1.